From a dataset of the Open Reaction Database (ORD), a public repository of structured organic reaction records. describe an organic reaction: reactants, conditions, products, and yield Reactants: ClC=1N=CC=2CN=C(C3=C(C2N1)C=CC(=C3)Cl)C3=C(C=CC=C3)F (2,9-dichloro-7-(2-fluorophenyl)-5H-pyrimido[5,4-d][2]benzazepine), CNC (dimethylamine), ice water. The solvent is CN(C=O)C (N,N-dimethylformamide). Reaction conditions: time 18 hour. Yields the product ClC1=CC2=C(C3=C(CN=C2C2=C(C=CC=C2)F)C=NC(=N3)N(C)C)C=C1 (9-chloro-N,N-dimethyl-7-(2-fluorophenyl)-5H-pyrimido[5,4-d][2]benzazepin-2-amine). Reaction SMILES: Cl[C:2]1[N:3]=[CH:4][C:5]2[CH2:6][N:7]=[C:8]([C:18]3[CH:23]=[CH:22][CH:21]=[CH:20][C:19]=3[F:24])[C:9]3[CH:16]=[C:15]([Cl:17])[CH:14]=[CH:13][C:10]=3[C:11]=2[N:12]=1.[CH3:25][NH:26][CH3:27]>CN(C)C=O>[Cl:17][C:15]1[CH:14]=[CH:13][C:10]2[C:11]3[N:12]=[C:2]([N:26]([CH3:27])[CH3:25])[N:3]=[CH:4][C:5]=3[CH2:6][N:7]=[C:8]([C:18]3[CH:23]=[CH:22][CH:21]=[CH:20][C:19]=3[F:24])[C:9]=2[CH:16]=1. Procedure details: A solution of 4.0 g (0.0112 mol) of 2,9-dichloro-7-(2-fluorophenyl)-5H-pyrimido[5,4-d][2]benzazepine in 15 ml of N,N-dimethylformamide was cooled in an ice bath and saturated with dimethylamine. After 18 hr at room temperature, 80 ml of ice water was added and the precipitate was collected by filtration and recrystallized twice from methanol to give the end product as white rods, mp 175°-179° C. Reactants: [Al+3], [BH4-], [Cl-], [Cl-], [Cl-], [Na+], C1CCOC1, O, O=C(c1ccccc1)c1cnc2c(C(F)(F)F)cccc2c1O. The product is Oc1c(Cc2ccccc2)cnc2c(C(F)(F)F)cccc12. As a reaction SMILES: [Al+3:25].[BH4-:28].[Cl-:24].[Cl-:26].[Cl-:27].[Na+:29].[O:31]1[CH2:32][CH2:33][CH2:34][CH2:35]1.[OH2:30].[OH:1][c:2]1[c:3]([C:16](=[O:17])[c:18]2[cH:19][cH:20][cH:21][cH:22][cH:23]2)[cH:4][n:5][c:6]2[c:7]([C:12]([F:13])([F:14])[F:15])[cH:8][cH:9][cH:10][c:11]12>>[OH:1][c:2]1[c:3]([CH2:16][c:18]2[cH:19][cH:20][cH:21][cH:22][cH:23]2)[cH:4][n:5][c:6]2[c:7]([C:12]([F:13])([F:14])[F:15])[cH:8][cH:9][cH:10][c:11]12. Reactants: CCNC(=O)C1OC(n2cnc3c(Cl)nc(I)nc32)C(OC(=O)c2ccccc2)C1OC(=O)c1ccccc1, NCC(c1cccc(Cl)c1)c1cccc(Cl)c1. Product: CCNC(=O)C1OC(n2cnc3c(NCC(c4cccc(Cl)c4)c4cccc(Cl)c4)nc(I)nc32)C(OC(=O)c2ccccc2)C1OC(=O)c1ccccc1. Reaction SMILES: [C:1]([c:2]1[cH:3][cH:4][cH:5][cH:6][cH:7]1)(=[O:8])[O:9][CH:10]1[CH:11]([n:29]2[c:30]3[n:31][c:32]([I:39])[n:33][c:34]([Cl:38])[c:35]3[n:36][cH:37]2)[O:12][CH:13]([C:24](=[O:25])[NH:26][CH2:27][CH3:28])[CH:14]1[O:15][C:16]([c:17]1[cH:18][cH:19][cH:20][cH:21][cH:22]1)=[O:23].[Cl:40][c:41]1[cH:42][c:43]([CH:47]([CH2:48][NH2:49])[c:50]2[cH:51][c:52]([Cl:56])[cH:53][cH:54][cH:55]2)[cH:44][cH:45][cH:46]1>>[C:1]([c:2]1[cH:3][cH:4][cH:5][cH:6][cH:7]1)(=[O:8])[O:9][CH:10]1[CH:11]([n:29]2[c:30]3[n:31][c:32]([I:39])[n:33][c:34]([NH:49][CH2:48][CH:47]([c:43]4[cH:42][c:41]([Cl:40])[cH:46][cH:45][cH:44]4)[c:50]4[cH:51][c:52]([Cl:56])[cH:53][cH:54][cH:55]4)[c:35]3[n:36][cH:37]2)[O:12][CH:13]([C:24](=[O:25])[NH:26][CH2:27][CH3:28])[CH:14]1[O:15][C:16]([c:17]1[cH:18][cH:19][cH:20][cH:21][cH:22]1)=[O:23]. The reactants are C(#N)C=1C=C(C=CC1)/C(=C/C(C(=O)OCC)=O)/[O-].[Li+] (Lithium (1Z)-1-(3-cyanophenyl)-4-ethoxy-3,4-dioxobut-1-en-1-olate), Cl.ClC=1C=C(C=CC1)NN (3-chlorophenylhydrazine hydrochloride). Yields the product ClC=1C=C(C=CC1)N1N=C(C=C1C1=CC(=CC=C1)C#N)C(=O)OCC (Ethyl 1-(3-chlorophenyl)-5-(3-cyanophenyl)-1H-pyrazole-3-carboxylate). Isolated yield 35.0%. RXN SMILES: [C:1]([C:3]1[CH:4]=[C:5](/[C:9](/[O-])=[CH:10]/[C:11](=O)[C:12]([O:14][CH2:15][CH3:16])=[O:13])[CH:6]=[CH:7][CH:8]=1)#[N:2].[Li+].Cl.[Cl:21][C:22]1[CH:23]=[C:24]([NH:28][NH2:29])[CH:25]=[CH:26][CH:27]=1>>[Cl:21][C:22]1[CH:23]=[C:24]([N:28]2[C:9]([C:5]3[CH:6]=[CH:7][CH:8]=[C:3]([C:1]#[N:2])[CH:4]=3)=[CH:10][C:11]([C:12]([O:14][CH2:15][CH3:16])=[O:13])=[N:29]2)[CH:25]=[CH:26][CH:27]=1 |f:0.1,2.3|. Reported procedure: Starting from 10 g (39.81 mmol) of lithium (1Z)-1-(3-cyanophenyl)-4-ethoxy-3,4-dioxobut-1-en-1-olate from example 10A and 9.7 g (54.15 mmol) of 3-chlorophenylhydrazine hydrochloride, 4.97 g (14 mmol, 35% yield of theory) of product are obtained according to the method described in example 4A. Reaction SMILES: [Br:10][N:11]1[C:12]([CH3:13])([CH3:14])[C:15](=[O:16])[N:17]([Br:18])[C:19]1=[O:20].[Br:1][c:2]1[cH:3][c:4]([CH3:9])[cH:5][c:6]([CH3:8])[cH:7]1.[C:21]([O:22][O:23][C:24](=[O:25])[c:26]1[cH:27][cH:28][cH:29][cH:30][cH:31]1)(=[O:32])[c:33]1[cH:34][cH:35][cH:36][cH:37][cH:38]1.[Cl:39][C:40]([Cl:41])([Cl:42])[Cl:43]>>[Br:1][c:2]1[cH:3][c:4]([CH2:9][Br:10])[cH:5][c:6]([CH3:8])[cH:7]1. Starting materials: CC1(C)C(=O)N(Br)C(=O)N1Br, Cc1cc(C)cc(Br)c1, O=C(OOC(=O)c1ccccc1)c1ccccc1, ClC(Cl)(Cl)Cl. The product is Cc1cc(Br)cc(CBr)c1. Starting materials: CC1=C(C=NC=C1)N1C(NCC1)=O (1-(4-methyl-pyridin-3-yl)-imidazolidin-2-one), BrC1=CC(=C(C=C1)F)OC (4-bromo-1-fluoro-2-methoxy-benzene), N[C@H]1[C@@H](CCCC1)N (trans-1,2-diamino cyclohexane), P(=O)([O-])([O-])[O-].[K+].[K+].[K+] (potassium phosphate). The reagents and catalysts are [Cu](I)I (copper iodide). Solvent: O1CCOCC1 (1,4-dioxane). Yields the product FC1=C(C=C(C=C1)N1C(N(CC1)C=1C=NC=CC1C)=O)OC (1-(4-Fluoro-3-methoxy-phenyl)-3-(4-methyl-pyridin-3-yl)-imidazolidin-2-one). Yield: 66.6%. RXN SMILES: [CH3:1][C:2]1[CH:7]=[CH:6][N:5]=[CH:4][C:3]=1[N:8]1[CH2:12][CH2:11][NH:10][C:9]1=[O:13].Br[C:15]1[CH:20]=[CH:19][C:18]([F:21])=[C:17]([O:22][CH3:23])[CH:16]=1.N[C@@H]1CCCC[C@H]1N.P([O-])([O-])([O-])=O.[K+].[K+].[K+]>[Cu](I)I.O1CCOCC1>[F:21][C:18]1[CH:19]=[CH:20][C:15]([N:10]2[CH2:11][CH2:12][N:8]([C:3]3[CH:4]=[N:5][CH:6]=[CH:7][C:2]=3[CH3:1])[C:9]2=[O:13])=[CH:16][C:17]=1[O:22][CH3:23] |f:3.4.5.6|. Reported procedure: Using the same reaction conditions as in Example 14, 1-(4-methyl-pyridin-3-yl)-imidazolidin-2-one (I-14b: 150 mg, 0.8474 mmol) was reacted with 4-bromo-1-fluoro-2-methoxy-benzene (191 mg, 0.9315 mmol), 1,4-dioxane (20 mL), copper iodide (16 mg, 0.08474 mmol), trans-1,2-diamino cyclohexane (29.4 mg, 0.254 mmol) and potassium phosphate (449.7 mg, 2.118 mmol) to afford the crude product. Purification by column chromatography on silica gel (5% MeOH in CHCl3) afforded 170 mg of the product (66.7% yie... The reactants are COc1ccc(C(=O)Cl)cc1, O=C1CCCN1. Yields the product COc1ccc(C(=O)N2CCCC2=O)cc1. Reaction SMILES: [CH3:7][O:8][c:9]1[cH:10][cH:11][c:12]([C:13](=[O:14])[Cl:15])[cH:16][cH:17]1.[NH:1]1[C:2](=[O:6])[CH2:3][CH2:4][CH2:5]1>>[N:1]1([C:13]([c:12]2[cH:11][cH:10][c:9]([O:8][CH3:7])[cH:17][cH:16]2)=[O:14])[C:2](=[O:6])[CH2:3][CH2:4][CH2:5]1.